Dataset: the Open Reaction Database (ORD), a public repository of structured organic reaction records. Task: describe an organic reaction: reactants, conditions, products, and yield Starting materials: C(C)(=O)O[BH-](OC(C)=O)OC(C)=O.[Na+] (Sodium triacetoxyborohydride), N1CCCC1 (Pyrrolidine), Intermediate 24, ClC1=C(C=O)C=C(C(=C1)O)Cl (2,5-Dichloro-4-hydroxybenzaldehyde), O (Water). Solvent: ClCCl (dichloromethane), ClCCl (dichloromethane). The product is ClC1=C(C=C(C(=C1)CN1CCCC1)Cl)O (2,5-Dichloro-4-pyrrolidin-1-ylmethyl-phenol). Isolated yield 78.3%. As a reaction SMILES: [NH:1]1[CH2:5][CH2:4][CH2:3][CH2:2]1.[Cl:6][C:7]1[CH:14]=[C:13]([OH:15])[C:12]([Cl:16])=[CH:11][C:8]=1[CH:9]=O.C(O[BH-](OC(=O)C)OC(=O)C)(=O)C.[Na+].O>ClCCl>[Cl:16][C:12]1[CH:11]=[C:8]([CH2:9][N:1]2[CH2:5][CH2:4][CH2:3][CH2:2]2)[C:7]([Cl:6])=[CH:14][C:13]=1[OH:15] |f:2.3|. Procedure details: Pyrrolidine (0.48 mL, 5.76 mmol) was added to a suspension of Intermediate 24, 2,5-Dichloro-4-hydroxybenzaldehyde (0.88 g, 4.6 mmol) in dichloromethane (10 mL). The reaction mixture was cooled with an ice bath. Sodium triacetoxyborohydride (1.22 g, 5.76 mmol) was added in portions under stirring. The reaction mixture was stirred for 12 h at room temperature. Water (20 mL) and dichloromethane (10 mL) were added. The reaction mixture was acidified with 5N NAHSO4 to pH˜2. The organic layer was sepa... Reactants: FC(C=1C=C(COCC2(CC(NCCC2)=O)C2=CC=CC=C2)C=C(C1)C(F)(F)F)(F)F (4-((3,5-bis(trifluoromethyl)benzyloxy)methyl)-4-phenylazepan-2-one). Run in C(C)OCC (diethyl ether). Reaction conditions: temperature 65 celsius, time 1 hour. Product: FC(C=1C=C(COCC2(CCNCCC2)C2=CC=CC=C2)C=C(C1)C(F)(F)F)(F)F (4-((3,5-bis(trifluoromethyl)benzyloxy)methyl)-4-phenylazepane). As a reaction SMILES: [F:1][C:2]([F:31])([F:30])[C:3]1[CH:4]=[C:5]([CH:23]=[C:24]([C:26]([F:29])([F:28])[F:27])[CH:25]=1)[CH2:6][O:7][CH2:8][C:9]1([C:17]2[CH:22]=[CH:21][CH:20]=[CH:19][CH:18]=2)[CH2:15][CH2:14][CH2:13][NH:12][C:11](=O)[CH2:10]1>C(OCC)C>[F:30][C:2]([F:1])([F:31])[C:3]1[CH:4]=[C:5]([CH:23]=[C:24]([C:26]([F:29])([F:28])[F:27])[CH:25]=1)[CH2:6][O:7][CH2:8][C:9]1([C:17]2[CH:22]=[CH:21][CH:20]=[CH:19][CH:18]=2)[CH2:15][CH2:14][CH2:13][NH:12][CH2:11][CH2:10]1. Reported procedure: The mixture of Isomer A of 4-((3,5-bis(trifluoromethyl)benzyloxy)methyl)-4-phenylazepan-2-one (90 mg, 0.20 mmol) in borone.THF complex solution (1.5 M in diethyl ether, 1.08 mL) was stirred at room temperature overnight and then at 65° C. for 1 hr. After cooling down, the mixture was concentrated under vacuum and methanol (0.4 mL) and 1N HCl solution (0.4 mL) was added and the mixture was stirred at 65° C. for 2 hr. After cooling down, the mixture was concentrated under vacuum and neutralized wi... The reactants are COC1=CC=C(C=C1)CNC (1-(4-methoxyphenyl)-N-methylmethanamine), ClS(=O)(=O)C1=CC=C(C(=O)OC)C=C1 (methyl 4-(chlorosulfonyl)benzoate). Yields the product COC1=CC=C(CN(S(=O)(=O)C2=CC=C(C(=O)O)C=C2)C)C=C1 (4-(N-(4-methoxybenzyl)-N-methylsulfamoyl)benzoic acid). Reaction SMILES: [CH3:1][O:2][C:3]1[CH:8]=[CH:7][C:6]([CH2:9][NH:10][CH3:11])=[CH:5][CH:4]=1.Cl[S:13]([C:16]1[CH:25]=[CH:24][C:19]([C:20]([O:22]C)=[O:21])=[CH:18][CH:17]=1)(=[O:15])=[O:14]>>[CH3:1][O:2][C:3]1[CH:8]=[CH:7][C:6]([CH2:9][N:10]([CH3:11])[S:13]([C:16]2[CH:17]=[CH:18][C:19]([C:20]([OH:22])=[O:21])=[CH:24][CH:25]=2)(=[O:15])=[O:14])=[CH:5][CH:4]=1. Procedure: Prepared as in example 5-27 from 1-(4-methoxyphenyl)-N-methylmethanamine and methyl 4-(chlorosulfonyl)-benzoate (Example 5-10c). MS (M−H, 335.1); 1H NMR (400 MHz, DMSO-d6): δ, ppm: 2.51 (s, 3H), 3.71 (s, 3H), 4.05 (s, 2H), 6.88 (d, 2H), 7.18 (d, 2H), 7.91 (d, 2H); 8.13 (d, 2H). Elemental analysis: (found): C, 57.47%; H, 4.77%; and N, 4.31%. (theoretical): C, 57.30%; H, 5.11%; and N, 4.18%. The reactants are C(C)(=O)[O-].[NH4+] (Ammonium acetate), O=C1CCC(CC1)[C@@H](C)NC1=NC=C(C(=N1)C1=CN(C2=NC=C(C=C21)C(F)(F)F)S(=O)(=O)C2=CC=C(C)C=C2)C#N (2-((R)-1-(4-oxocyclohexyl)ethylamino)-4-(1-tosyl-5-(trifluoromethyl)-1H-pyrrolo[2,3-b]pyridin-3-yl)pyrimidine-5-carbonitrile), C(C)(=O)O[BH-](OC(C)=O)OC(C)=O.[Na+] (sodium triacetoxyborohydride). Solvent: ClCCl (dichloromethane), CO (methanol). Run at time 4 hour. Yields the product NC1CCC(CC1)[C@@H](C)NC1=NC=C(C(=N1)C1=CN(C2=NC=C(C=C21)C(F)(F)F)S(=O)(=O)C2=CC=C(C)C=C2)C#N (2-((R)-1-(4-aminocyclohexyl)ethylamino)-4-(1-tosyl-5-(trifluoromethyl)-1H-pyrrolo[2,3-b]pyridin-3-yl)pyrimidine-5-carbonitrile). The yield is 90.3%. As a reaction SMILES: O=[C:2]1[CH2:7][CH2:6][CH:5]([C@H:8]([NH:10][C:11]2[N:16]=[C:15]([C:17]3[C:25]4[C:20](=[N:21][CH:22]=[C:23]([C:26]([F:29])([F:28])[F:27])[CH:24]=4)[N:19]([S:30]([C:33]4[CH:39]=[CH:38][C:36]([CH3:37])=[CH:35][CH:34]=4)(=[O:32])=[O:31])[CH:18]=3)[C:14]([C:40]#[N:41])=[CH:13][N:12]=2)[CH3:9])[CH2:4][CH2:3]1.C([O-])(=O)C.[NH4+:46].C(O[BH-](OC(=O)C)OC(=O)C)(=O)C.[Na+]>CO.ClCCl>[NH2:46][CH:2]1[CH2:7][CH2:6][CH:5]([C@H:8]([NH:10][C:11]2[N:16]=[C:15]([C:17]3[C:25]4[C:20](=[N:21][CH:22]=[C:23]([C:26]([F:29])([F:28])[F:27])[CH:24]=4)[N:19]([S:30]([C:33]4[CH:39]=[CH:38][C:36]([CH3:37])=[CH:35][CH:34]=4)(=[O:32])=[O:31])[CH:18]=3)[C:14]([C:40]#[N:41])=[CH:13][N:12]=2)[CH3:9])[CH2:4][CH2:3]1 |f:1.2,3.4|. Procedure details: 2-((R)-1-(4-oxocyclohexyl)ethylamino)-4-(1-tosyl-5-(trifluoromethyl)-1H-pyrrolo[2,3-b]pyridin-3-yl)pyrimidine-5-carbonitrile (105 mg, 0.1802 mmol) was dissolved in methanol (5 mL) and dichloromethane (5 mL). Ammonium acetate (138.9 mg, 118.7 μL, 1.802 mmol), followed by sodium triacetoxyborohydride (38.19 mg, 0.1802 mmol) were added and the reaction mixture was stirred for 4 hours at room temperature. The mixture was partitioned between dichloromethane and a saturated solution of sodium bicarbon...